Dataset: the Open Reaction Database (ORD), a public repository of structured organic reaction records. Task: describe an organic reaction: reactants, conditions, products, and yield Reactants: CC2(C)COB(B1OCC(C)(C)CO1)OC2 (effective_coupling_partner), COc2cccc(c1ccccc1)c2 (substrate). The reagents and catalysts are ICy. Run at temperature 120 celsius, time 12 hour. Yields the product c4ccc(c3cccc(c2cccc(c1ccccc1)c2)c3)cc4. Starting materials: NCC1=COC=C1 (3-(aminomethyl)furan), C(=O)(O)[O-].[Na+] (NaHCO3), C(=S)(Cl)Cl (thiophosgene). Solvent: C(Cl)(Cl)Cl (CHCl3). Conditions: time 45 minute. Product: N(=C=S)CC1=COC=C1 (3-(isothiocyanatomethyl)furan). The yield is 81.0%. As a reaction SMILES: [NH2:1][CH2:2][C:3]1[CH:7]=[CH:6][O:5][CH:4]=1.C([O-])(O)=O.[Na+].[C:13](Cl)(Cl)=[S:14]>C(Cl)(Cl)Cl>[N:1]([CH2:2][C:3]1[CH:7]=[CH:6][O:5][CH:4]=1)=[C:13]=[S:14] |f:1.2|. Procedure details: To a solution of 3-(aminomethyl)furan (0.565 g, 5.818 mmol) in 10 mL of CHCl3 at 0° C. was added 10 mL of a saturated NaHCO3 solution and thiophosgene (0.66 mL, 8.66 mmol). The reaction mixture was stirred vigorously for 45 min while maintaining the temperature at between 0°-5° C. The phases were then separated and the aqueous layer extracted with CHCl3 (10 mL). The combined organic solutions were dried (MgSO4), filtered, and the volatiles removed by blowing a gentle stream of nitrogen over the ...